From a dataset of the Open Reaction Database (ORD), a public repository of structured organic reaction records. describe an organic reaction: reactants, conditions, products, and yield The reactants are C(=O)(C(F)(F)F)O (TFA), C(C)(C)(C)OC(NC1=C(C=C(C(=C1)N(C)C)Cl)N)=O ((2-amino-4-chloro-5-dimethylamino-phenyl)-carbamic acid tert.-butyl ester), C(C)(C)(C)OC(CC(C1=CC(=CC=C1)C=1SC(=NN1)CCOC1OCCCC1)=O)=O (3-oxo-3-(3-{5-[2-(tetrahydro-pyran-2-yloxy)-ethyl]-[1,3,4]thiadiazol-2-yl}-phenyl)-propionic acid tert-butyl ester). The solvent is C(Cl)Cl (CH2Cl2). Yields the product ClC=1C(=CC2=C(NC(CC(=N2)C2=CC(=CC=C2)C=2SC(=NN2)CCO)=O)C1)N(C)C (8-Chloro-7-dimethylamino-4-{3-[5-(2-hydroxy-ethyl)-[1,3,4]thiadiazol-2-yl]-phenyl}-1,3-dihydro-benzo[b][1,4]diazepin-2-one), solid. RXN SMILES: C(OC(=O)[NH:7][C:8]1[CH:13]=[C:12]([N:14]([CH3:16])[CH3:15])[C:11]([Cl:17])=[CH:10][C:9]=1[NH2:18])(C)(C)C.C(O[C:25](=[O:49])[CH2:26][C:27](=O)[C:28]1[CH:33]=[CH:32][CH:31]=[C:30]([C:34]2[S:35][C:36]([CH2:39][CH2:40][O:41]C3CCCCO3)=[N:37][N:38]=2)[CH:29]=1)(C)(C)C.C(O)(C(F)(F)F)=O>C(Cl)Cl>[Cl:17][C:11]1[C:12]([N:14]([CH3:16])[CH3:15])=[CH:13][C:8]2[N:7]=[C:27]([C:28]3[CH:33]=[CH:32][CH:31]=[C:30]([C:34]4[S:35][C:36]([CH2:39][CH2:40][OH:41])=[N:37][N:38]=4)[CH:29]=3)[CH2:26][C:25](=[O:49])[NH:18][C:9]=2[CH:10]=1. Procedure: The title compound was prepared from (2-amino-4-chloro-5-dimethylamino-phenyl)-carbamic acid tert.-butyl ester (Example J1) (0.15) and crude 3-oxo-3-(3-{5-[2-(tetrahydro-pyran-2-yloxy)-ethyl]-[1,3,4]thiadiazol-2-yl}-phenyl)-propionic acid tert-butyl ester (0.24 g) (Example K30) according to the general procedure M. The obtained material was deprotected and cyclized by treatment with TFA in CH2Cl2 according to the general procedure N. Obtained as a yellow solid (0.10 g). Reactants: COC1=CC=CC2=C1C=C(CO2)C(=O)O (5-methoxy-2H-1-benzopyran-3-carboxylic acid), [H][H] (Hydrogen). The reagents and catalysts are [Pd] (palladium-on-carbon), catalyst. Solvent: C(C)O (ethanol). Conditions: time 1 hour. Product: COC1=CC=CC2=C1CC(CO2)C(=O)O (5-methoxy-3,4-dihydro-2H-1-benzopyran-3-carboxylic acid), powder. Reaction SMILES: [CH3:1][O:2][C:3]1[C:8]2[CH:9]=[C:10]([C:13]([OH:15])=[O:14])[CH2:11][O:12][C:7]=2[CH:6]=[CH:5][CH:4]=1.[H][H]>[Pd].C(O)C>[CH3:1][O:2][C:3]1[C:8]2[CH2:9][CH:10]([C:13]([OH:15])=[O:14])[CH2:11][O:12][C:7]=2[CH:6]=[CH:5][CH:4]=1. Procedure details: A mixture of 5-methoxy-2H-1-benzopyran-3-carboxylic acid (12.25 g, prepared in a similar manner to that described above), 10% palladium-on-carbon catalyst (3 g) and ethanol (250 ml) was hydrogenated at 1 atmosphere for 1 hour. Hydrogen uptake was slow, so further catalyst (3 g) was added, and hydrogenation continued for 5 hours. The mixture was filtered and the solvent removed in vacuo to leave a semisolid which crystallised from 2-propanol to give a mass of pale yellow crystals which was broken... Reactants: CC(C)(C)OC(=O)Nc1ccc(B2OC(C)(C)C(C)(C)O2)c2c1Cc1ccccc1S2, O=c1cc(Cl)oc(N2CCOCC2)c1, [K+], [K+], O=C([O-])[O-], C1COCCO1. The product is CC(C)(C)OC(=O)Nc1ccc(-c2cc(=O)cc(N3CCOCC3)o2)c2c1Cc1ccccc1S2. RXN SMILES: [C:1]([CH3:2])([CH3:3])([CH3:4])[O:5][C:6]([NH:7][c:8]1[cH:9][cH:10][c:11]([B:22]2[O:23][C:24]([CH3:25])([CH3:26])[C:27]([CH3:28])([CH3:29])[O:30]2)[c:12]2[c:21]1[CH2:20][c:19]1[c:14]([cH:15][cH:16][cH:17][cH:18]1)[S:13]2)=[O:31].[Cl:32][c:33]1[o:34][c:35]([N:40]2[CH2:41][CH2:42][O:43][CH2:44][CH2:45]2)[cH:36][c:37](=[O:39])[cH:38]1.[K+:46].[K+:47].[O-:48][C:49]([O-:50])=[O:51].[O:52]1[CH2:53][CH2:54][O:55][CH2:56][CH2:57]1>>[C:1]([CH3:2])([CH3:3])([CH3:4])[O:5][C:6]([NH:7][c:8]1[cH:9][cH:10][c:11](-[c:33]2[o:34][c:35]([N:40]3[CH2:41][CH2:42][O:43][CH2:44][CH2:45]3)[cH:36][c:37](=[O:39])[cH:38]2)[c:12]2[c:21]1[CH2:20][c:19]1[c:14]([cH:15][cH:16][cH:17][cH:18]1)[S:13]2)=[O:31]. Product: C(C)(=O)OCC1=NC2=C(C(=CC=C2C=C1)O)Cl ((8-Chloro-7-hydroxyquinolin-2-yl)methyl acetate). Procedure: Referring to FIG. 20, 12N HCl (1 drop) was added to a solution of 11c (0.0140 g, 0.0473 mmol) in methanol (3 mL), and the mixture stirred for 10 min. The solvent was evaporated, and the residue was purified by column chromatography (3:7 EtOAc/hexane) to afford CHQ-OAc (0.0042 g, 0.017 mmol, 35%) as a white solid (mp 126-127° C. dec): 1H NMR (CDCl3) δ 8.13 (1H, d, J=8.5 Hz), 7.68 (1H, d, J=8.5 Hz) 7.40 (1H, d, J=8.5 Hz) 7.34 (1H, d, J=9.0 Hz) 5.46 (2H, s), 2.23 (3H, s); 13C NMR (CDCl3) δ 171.0, 1... As a reaction SMILES: [C:1]([O:4][CH2:5][C:6]1[CH:15]=[CH:14][C:13]2[C:8](=[C:9]([Cl:20])[C:10]([O:16]COC)=[CH:11][CH:12]=2)[N:7]=1)(=[O:3])[CH3:2]>Cl.CO>[C:1]([O:4][CH2:5][C:6]1[CH:15]=[CH:14][C:13]2[C:8](=[C:9]([Cl:20])[C:10]([OH:16])=[CH:11][CH:12]=2)[N:7]=1)(=[O:3])[CH3:2]. The solvent is CO (methanol). Starting materials: C(C)(=O)OCC1=NC2=C(C(=CC=C2C=C1)OCOC)Cl ((8-Chloro-7-(methoxymethoxy)quinolin-2-yl)methyl acetate). Reagents/catalysts: Cl (HCl). Conditions: time 10 minute. The reactants are FC([C@@H]1CC[C@H](CC1)C(=O)Cl)(F)F (trans-4-trifluoromethyl-cyclohexanecarbonyl chloride), N (NH3). Solvent: C1CCOC1 (THF). Run at time 15 minute. The product is FC([C@@H]1CC[C@H](CC1)C(=O)N)(F)F (trans-4-Trifluoromethyl-cyclohexanecarboxamide). Reaction SMILES: [F:1][C:2]([F:13])([F:12])[C@H:3]1[CH2:8][CH2:7][C@H:6]([C:9](Cl)=[O:10])[CH2:5][CH2:4]1.[NH3:14]>C1COCC1>[F:1][C:2]([F:13])([F:12])[C@H:3]1[CH2:8][CH2:7][C@H:6]([C:9]([NH2:14])=[O:10])[CH2:5][CH2:4]1. Reported procedure: A mixture of trans-4-trifluoromethyl-cyclohexanecarbonyl chloride (17.3 g, 80.6 mmol) and THF (150 mL) is added dropwise at 15° C. to conc. NH3 (400 mL). The reaction mixture is stirred for 15 min, concentrated and the precipitate is filtered off, washed with water and dried to give the sub-title compound. Reactants: CC(C)(C)OC(=O)Nc1cc(C(F)(F)F)c(Cl)cc1NC(=O)CC(=O)c1cccc(-c2cnccn2)c1, ClCCl, O=C(O)C(F)(F)F. Yields the product O=C1CC(c2cccc(-c3cnccn3)c2)=Nc2cc(C(F)(F)F)c(Cl)cc2N1. RXN SMILES: [C:1]([O:2][C:3](=[O:4])[NH:7][c:8]1[c:9]([NH:19][C:20]([CH2:21][C:22](=[O:5])[c:23]2[cH:24][c:25](-[c:29]3[n:30][cH:31][cH:32][n:33][cH:34]3)[cH:26][cH:27][cH:28]2)=[O:36])[cH:10][c:11]([Cl:18])[c:12]([C:14]([F:15])([F:16])[F:17])[cH:13]1)([CH3:6])([CH3:35])[CH3:37].[Cl:45][CH2:46][Cl:47].[F:38][C:39]([F:40])([F:41])[C:42]([OH:43])=[O:44]>>[N:7]1=[C:22]([c:23]2[cH:24][c:25](-[c:29]3[n:30][cH:31][cH:32][n:33][cH:34]3)[cH:26][cH:27][cH:28]2)[CH2:21][C:20](=[O:36])[NH:19][c:9]2[c:8]1[cH:13][c:12]([C:14]([F:15])([F:16])[F:17])[c:11]([Cl:18])[cH:10]2. The reactants are C(C)OC(=O)C(CCC1=CC=CC=C1)NC1C(N(CC(SC1)C=1OC=CC1)CC(=O)OC(C)(C)C)=O (t-butyl α-[6-(1-ethoxycarbonyl-3-phenylpropylamino)-2-(2-furyl)-5-oxoperhydro-1,4-thiazepin-4-yl]acetate), FC(C(=O)O)(F)F (trifluoroacetic acid). Yields the product C(C)OC(=O)C(CCC1=CC=CC=C1)NC1C(N(CC(SC1)C=1OC=CC1)CC(=O)O)=O (α-[6-(1-Ethoxycarbonyl-3-phenylpropylamino)-2-(2-furyl)-5-oxoperhydro-1,4-thiazepin-4-yl]acetic acid). RXN SMILES: [CH2:1]([O:3][C:4]([CH:6]([NH:15][CH:16]1[CH2:22][S:21][CH:20]([C:23]2[O:24][CH:25]=[CH:26][CH:27]=2)[CH2:19][N:18]([CH2:28][C:29]([O:31]C(C)(C)C)=[O:30])[C:17]1=[O:36])[CH2:7][CH2:8][C:9]1[CH:14]=[CH:13][CH:12]=[CH:11][CH:10]=1)=[O:5])[CH3:2].FC(F)(F)C(O)=O>>[CH2:1]([O:3][C:4]([CH:6]([NH:15][CH:16]1[CH2:22][S:21][CH:20]([C:23]2[O:24][CH:25]=[CH:26][CH:27]=2)[CH2:19][N:18]([CH2:28][C:29]([OH:31])=[O:30])[C:17]1=[O:36])[CH2:7][CH2:8][C:9]1[CH:10]=[CH:11][CH:12]=[CH:13][CH:14]=1)=[O:5])[CH3:2]. Procedure: Following the procedure described in Example 43, 270 mg of isomer B of t-butyl α-[6-(1-ethoxycarbonyl-3-phenylpropylamino)-2-(2-furyl)-5-oxoperhydro-1,4-thiazepin-4-yl]acetate [prepared as described in Example 56(g)] were de-t-butylated using trifluoroacetic acid, to afford 180 mg of the title compound as a powder. Reactants: CNC (dimethylamine), O1CCN(CC1)C1=NC(=NC(=N1)CCC)NC(OC1=CC=CC=C1)=O (phenyl (4-morpholino-6-propyl-1,3,5-triazin-2-yl)carbamate), O1CCN(CC1)C1=NC(=NC(=N1)CCC)NC(OC1=CC=CC=C1)=O (phenyl (4-morpholino-6-propyl-1,3,5-triazin-2-yl)carbamate). Run in ClCCl (dichloromethane). Conditions: time 12 hour. Product: CN(C(=O)NC1=NC(=NC(=N1)N1CCOCC1)CCC)C (N,N-dimethyl-N'-(4-morpholino-6-propyl-1,3,5-triazin-2-yl)-urea). Yield: 39.9%. Reaction SMILES: [CH3:1][NH:2][CH3:3].[O:4]1[CH2:9][CH2:8][N:7]([C:10]2[N:15]=[C:14]([CH2:16][CH2:17][CH3:18])[N:13]=[C:12]([NH:19][C:20](=[O:28])OC3C=CC=CC=3)[N:11]=2)[CH2:6][CH2:5]1>ClCCl>[CH3:1][N:2]([CH3:3])[C:20]([NH:19][C:12]1[N:11]=[C:10]([N:7]2[CH2:6][CH2:5][O:4][CH2:9][CH2:8]2)[N:15]=[C:14]([CH2:16][CH2:17][CH3:18])[N:13]=1)=[O:28]. Procedure details: A gaseous stream of dimethylamine is passed through a solution of 5 g (0.0145 mol) of phenyl (4-morpholino-6-propyl-1,3,5-triazin-2-yl)carbamate (compound 28) in 100 ml of anhydrous dichloromethane for three hours at a temperature of 20° C. The mixture is then allowed to stand for 12 hours. It is washed successively with a dilute sodium hydroxide solution and with water. The organic phase is dried over sodium sulfate and the solvent is evaporated under reduced pressure. The residue obtained crys...